Dataset: the Open Reaction Database (ORD), a public repository of structured organic reaction records. Task: describe an organic reaction: reactants, conditions, products, and yield Starting materials: CC1CCC#CCCC=CCC(=O)OCC1, CCO, c1ccc2ncccc2c1. The product is CC1CCC=CCCC=CCC(=O)OCC1. Reaction SMILES: [CH3:11][CH:12]1[CH2:13][CH2:14][C:15]#[C:16][CH2:17][CH2:18][CH:19]=[CH:20][CH2:21][C:22](=[O:26])[O:23][CH2:24][CH2:25]1.[CH3:27][CH2:28][OH:29].[cH:1]1[cH:2][c:3]2[c:4]([n:5][cH:6][cH:7][cH:8]2)[cH:9][cH:10]1>>[CH3:11][CH:12]1[CH2:13][CH2:14][CH:15]=[CH:16][CH2:17][CH2:18][CH:19]=[CH:20][CH2:21][C:22](=[O:26])[O:23][CH2:24][CH2:25]1. The product is COc1sc(N)nc1C. As a reaction SMILES: [Br:1][c:2]1[c:3]([CH3:8])[n:4][c:5]([NH2:7])[s:6]1.[CH3:16][OH:17].[CH3:9][O-:10].[Cl:13][CH2:14][Cl:15].[Na+:11].[OH2:12]>>[c:2]1([O:10][CH3:9])[c:3]([CH3:8])[n:4][c:5]([NH2:7])[s:6]1. Starting materials: Cc1nc(N)sc1Br, CO, C[O-], ClCCl, [Na+], O. Reactants: O=C1NC=CC2=C1C(=CN2C(CC)CC)C=2C=C(SC2)C(=O)N (4-(4-oxo-1-(pentan-3-yl)-4,5-dihydro-1H-pyrrolo[3,2-c]pyridin-3-yl)thiophene-2-carboxamide), FC(C(=O)OC(C(F)(F)F)=O)(F)F (trifluoroacetic anhydride). Run in O (water), CC(=O)N(C)C (DMA). Conditions: time 8 hour. Product: O=C1NC=CC2=C1C(=CN2C(CC)CC)C=2C=C(SC2)C#N (4-(4-oxo-1-(pentan-3-yl)-4,5-dihydro-1H-pyrrolo[3,2-c]pyridin-3-yl)thiophene-2-carbonitrile). The yield is 74.9%. Reaction SMILES: [O:1]=[C:2]1[C:7]2[C:8]([C:16]3[CH:17]=[C:18]([C:21]([NH2:23])=O)[S:19][CH:20]=3)=[CH:9][N:10]([CH:11]([CH2:14][CH3:15])[CH2:12][CH3:13])[C:6]=2[CH:5]=[CH:4][NH:3]1.FC(F)(F)C(OC(=O)C(F)(F)F)=O>CC(N(C)C)=O.O>[O:1]=[C:2]1[C:7]2[C:8]([C:16]3[CH:17]=[C:18]([C:21]#[N:23])[S:19][CH:20]=3)=[CH:9][N:10]([CH:11]([CH2:14][CH3:15])[CH2:12][CH3:13])[C:6]=2[CH:5]=[CH:4][NH:3]1. Reported procedure: To a solution of 4-(4-oxo-1-(pentan-3-yl)-4,5-dihydro-1H-pyrrolo[3,2-c]pyridin-3-yl)thiophene-2-carboxamide (13.0 mg) obtained in Example 8 in DMA (2 mL) was slowly added dropwise trifluoroacetic anhydride (8.36 μL) under nitrogen atmosphere at 0° C., and the mixture was allowed to be warmed to room temperature, and stirred overnight at room temperature. The reaction mixture was diluted with water, and the mixture was extracted three times with ethyl acetate. The combined organic layers were was... Reactants: ClC1(C(NC2=CC=C(C=C12)Cl)=O)C=1C=C(C=O)C=CC1OC (3-(3,5-dichloro-2-oxo-2,3-dihydro-1H-indol-3-yl)-4-methoxy benzaldehyde), FC(C(=O)O)(F)F.O[C@@H]1C[C@H](NC1)C(=O)N(C)C ((4R)-4-hydroxy-N,N-dimethyl-L-prolinamide trifluoroacetate), ClC=1C=C2C(C(N(C2=CC1)S(=O)(=O)C1=C(C=C(C=C1)OC)OC(F)(F)F)=O)(C1=C(C=CC(=C1)C)OC)N1[C@H](C(=O)N(C)C)C[C@H](C1)OCC(CO)O ((4R)-1-(5-chloro-3-(2-methoxy-5-methylphenyl)-1-{[4-methoxy-2-(trifluoromethoxy)phenyl]sulfonyl}-2-oxo-2,3-dihydro-1H-indol-3-yl)-4-(2,3-dihydroxy propoxy)-N,N-dimethyl-L-prolinamide). The product is ClC=1C=C2C(C(NC2=CC1)=O)(C1=C(C=CC(=C1)C=O)OC)N1[C@H](C(=O)N(C)C)C[C@H](C1)O ((4R)-1-[5-chloro-3-(5-formyl-2-methoxyphenyl)-2-oxo-2,3-dihydro-1H-indol-3-yl]-4-hydroxy-N,N-dimethyl-L-prolinamide). Reaction SMILES: Cl[C:2]1([C:13]2[CH:14]=[C:15]([CH:18]=[CH:19][C:20]=2[O:21][CH3:22])[CH:16]=[O:17])[C:10]2[C:5](=[CH:6][CH:7]=[C:8]([Cl:11])[CH:9]=2)[NH:4][C:3]1=[O:12].FC(F)(F)C(O)=O.[OH:30][C@H:31]1[CH2:35][NH:34][C@H:33]([C:36]([N:38]([CH3:40])[CH3:39])=[O:37])[CH2:32]1.ClC1C=C2C(=CC=1)N(S(C1C=CC(OC)=CC=1OC(F)(F)F)(=O)=O)C(=O)C2(N1C[C@H](OCC(O)CO)C[C@H]1C(N(C)C)=O)C1C=C(C)C=CC=1OC>>[Cl:11][C:8]1[CH:9]=[C:10]2[C:5](=[CH:6][CH:7]=1)[NH:4][C:3](=[O:12])[C:2]2([N:34]1[CH2:35][C@H:31]([OH:30])[CH2:32][C@H:33]1[C:36]([N:38]([CH3:40])[CH3:39])=[O:37])[C:13]1[CH:14]=[C:15]([CH:16]=[O:17])[CH:18]=[CH:19][C:20]=1[O:21][CH3:22] |f:1.2|. Procedure details: With 26.3 g of the compound obtained in Step 198-1 and (4R)-4-hydroxy-N,N-dimethyl-L-prolinamide trifluoroacetate (35.1 mmol) as starting materials, 12.5 g of a diastereoisomer mixture of the title compound (colorless amorphous) was obtained by a similar method to Step 4-2. The reactants are BrC=1C=C2C(C(=COC2=CC1)C=O)=O (6-bromo-3-formylchromone), NC1=CC=CC=C1 (Aniline). Solvent: C1(=CC=CC=C1)C (toluene). The product is BrC=1C=C2C(C(=COC2=CC1)C=NC1=CC=CC=C1)=O (6-bromo-3-(phenyliminomethyl)chromone). Yield: 98.1%. RXN SMILES: [Br:1][C:2]1[CH:3]=[C:4]2[C:9](=[CH:10][CH:11]=1)[O:8][CH:7]=[C:6]([CH:12]=O)[C:5]2=[O:14].[NH2:15][C:16]1[CH:21]=[CH:20][CH:19]=[CH:18][CH:17]=1>C1(C)C=CC=CC=1>[Br:1][C:2]1[CH:3]=[C:4]2[C:9](=[CH:10][CH:11]=1)[O:8][CH:7]=[C:6]([CH:12]=[N:15][C:16]1[CH:21]=[CH:20][CH:19]=[CH:18][CH:17]=1)[C:5]2=[O:14]. Procedure details: A suspension of 6-bromo-3-formylchromone (150 mg; 0.59 mmol) in toluene (10 ml) was heated at 50°-55° C. until the solute had completely dissolved. Aniline (55 μl; 0.59 mmol) was added and the temperature was maintained for 15 minutes. On cooling, a yellow precipitate formed which was filtered off and dried under reduced pressure to give 6-bromo-3-(phenyliminomethyl)chromone (190 mg; 98%). Starting materials: COc1cc2c(C(=O)N3CCc4ccccc4C3)cnc(CNC(=O)OC(C)(C)C)c2cc1OC, CCOC(C)=O, Cl. Product: Cl, COc1cc2c(C(=O)N3CCc4ccccc4C3)cnc(CN)c2cc1OC. As a reaction SMILES: [C:1]([O:2][C:3](=[O:4])[NH:7][CH2:8][c:9]1[n:10][cH:11][c:12]([C:23](=[O:24])[N:25]2[CH2:26][c:27]3[cH:28][cH:29][cH:30][cH:31][c:32]3[CH2:33][CH2:34]2)[c:13]2[cH:14][c:15]([O:21][CH3:22])[c:16]([O:19][CH3:20])[cH:17][c:18]12)([CH3:5])([CH3:6])[CH3:35].[CH3:37][CH2:38][O:39][C:40]([CH3:41])=[O:42].[ClH:36]>>[ClH:36].[NH2:7][CH2:8][c:9]1[n:10][cH:11][c:12]([C:23](=[O:24])[N:25]2[CH2:26][c:27]3[cH:28][cH:29][cH:30][cH:31][c:32]3[CH2:33][CH2:34]2)[c:13]2[cH:14][c:15]([O:21][CH3:22])[c:16]([O:19][CH3:20])[cH:17][c:18]12. Reactants: BrC1=C(C=CC=C1)N1C(N(C2=NC(=NC=C2C1)S(=O)(=O)C)C)=O (3-(2-bromo-phenyl)-3,4-dihydro-7-methanesulphonyl-1-methylpyrimido-[4,5-d]pyrimidin-2(1H)-one), NC1=CC2=C(N(C(CS2)=O)C)C=C1 (7-amino-4-methyl-4H-benzo[1,4]thiazin-3-one), NC1=CC2=C(N(C(CS2)=O)C)C=C1 (7-amino-4-methyl-4H-benzo[1,4]thiazin-3-one), C(=O)(C(F)(F)F)O (TFA). The solvent is CN1CCCC1=O (NMP), Cl (HCl). Conditions: temperature 140 celsius. The product is BrC1=C(C=CC=C1)N1C(N(C2=NC(=NC=C2C1)NC1=CC2=C(N(C(CS2)=O)C)C=C1)C)=O (3-(2-bromo-phenyl)-1-methyl-7-(4-methyl-3-oxo-3,4-dihydro-2H-benzo[1,4]thiazin-7-ylamino)-3,4-dihydro-1H-pyrimido[4,5-d]pyrimidin-2-one). Reaction SMILES: [Br:1][C:2]1[CH:7]=[CH:6][CH:5]=[CH:4][C:3]=1[N:8]1[CH2:17][C:16]2[C:11](=[N:12][C:13](S(C)(=O)=O)=[N:14][CH:15]=2)[N:10]([CH3:22])[C:9]1=[O:23].[NH2:24][C:25]1[CH:36]=[CH:35][C:28]2[N:29]([CH3:34])[C:30](=[O:33])[CH2:31][S:32][C:27]=2[CH:26]=1.C(O)(C(F)(F)F)=O>CN1C(=O)CCC1.Cl>[Br:1][C:2]1[CH:7]=[CH:6][CH:5]=[CH:4][C:3]=1[N:8]1[CH2:17][C:16]2[C:11](=[N:12][C:13]([NH:24][C:25]3[CH:36]=[CH:35][C:28]4[N:29]([CH3:34])[C:30](=[O:33])[CH2:31][S:32][C:27]=4[CH:26]=3)=[N:14][CH:15]=2)[N:10]([CH3:22])[C:9]1=[O:23]. Procedure details: 320 mg 3-(2-bromo-phenyl)-3,4-dihydro-7-methanesulphonyl-1-methylpyrimido-[4,5-d]pyrimidin-2(1H)-one and 626 mg 7-amino-4-methyl-4H-benzo[1,4]thiazin-3-one (starting material k)) in 4 ml NMP were treated with 92 mg TFA and heated to 140° C. for 12 hrs. The mixture was diluted with aqueous HCl and the precipitated product collected by filtration. Starting materials: CN1N=CC=C1N (1-methyl-5-aminopyrazole), BrC(C=O)C=O (2-bromomalonaldehyde). Run in C(C)(=O)O (acetic acid). Product: BrC=1C=C2C(=NC1)N(N=C2)C (5-Bromo-1-methyl-1H-pyrazolo[3,4-b]pyridine). Yield: 27.9%. RXN SMILES: [CH3:1][N:2]1[C:6]([NH2:7])=[CH:5][CH:4]=[N:3]1.[Br:8][CH:9]([CH:12]=O)[CH:10]=O>C(O)(=O)C>[Br:8][C:9]1[CH:10]=[C:5]2[CH:4]=[N:3][N:2]([CH3:1])[C:6]2=[N:7][CH:12]=1. Procedure details: Dissolve 1-methyl-5-aminopyrazole (Butt Park LTD; 1.0 g, 10.3 mmol) and 2-bromomalonaldehyde (Aldrich; 1.55 g, 10.3 mmol) in glacial acetic acid (160 mL) and reflux under nitrogen for 48 h. Concentrate under reduced pressure and purify via chromatography (silica gel, 90% dichloromethane/10% diethyl ether) to obtain 610 mg (27%) of the title compound as an off-white solid. TOF MS ES+ exact mass calculated for C7H7N3Br (p+H): m/z=211.9823, Found: 211.9838.